From a dataset of the Open Reaction Database (ORD), a public repository of structured organic reaction records. describe an organic reaction: reactants, conditions, products, and yield Reactants: IC1=CC=C(C=C1)C1=CC=C(C=C1)C(=O)O (4-iodo-4'-biphenylcarboxylic acid), S(=O)(Cl)Cl (thionyl chloride). The product is IC1=CC=C(C=C1)C1=CC=C(C=C1)C(=O)Cl (4-iodo-4'-biphenylcarboxylic acid chloride). RXN SMILES: [I:1][C:2]1[CH:7]=[CH:6][C:5]([C:8]2[CH:13]=[CH:12][C:11]([C:14]([OH:16])=O)=[CH:10][CH:9]=2)=[CH:4][CH:3]=1.S(Cl)([Cl:19])=O>>[I:1][C:2]1[CH:7]=[CH:6][C:5]([C:8]2[CH:13]=[CH:12][C:11]([C:14]([Cl:19])=[O:16])=[CH:10][CH:9]=2)=[CH:4][CH:3]=1. Procedure: 3.30 g of 4-iodo-4'-biphenylcarboxylic acid and 10 ml of thionyl chloride were heated for 6 hours under reflux, followed by distilling off excess thionyl chloride to obtain 4-iodo-4'-biphenylcarboxylic acid chloride. This was used without purification in the following step, as a solution in toluene. Into 1.80 g of 1-trifluoromethylheptanol dissolved in 20 ml of pyridine and cooled with ice bath, was added drop-wise over 30 minutes the toluene solution of the above acid chloride, followed by stir... Starting materials: C1CCOC1, CC(OCc1ccccc1)C(N)C(=O)O, CC(C)(C)OC(=O)NC(C)(C)C(=O)N1C(=O)CCC1=O. Product: CC(OCc1ccccc1)C(NC(=O)C(C)(C)NC(=O)OC(C)(C)C)C(=O)O. RXN SMILES: [CH2:36]1[O:37][CH2:38][CH2:39][CH2:40]1.[NH2:21][CH:22]([C:23](=[O:24])[OH:25])[CH:26]([CH3:27])[O:28][CH2:29][c:30]1[cH:31][cH:32][cH:33][cH:34][cH:35]1.[O:1]=[C:2]1[CH2:3][CH2:4][C:5](=[O:6])[N:7]1[C:8]([C:9]([CH3:10])([CH3:11])[NH:12][C:13]([O:14][C:15]([CH3:16])([CH3:17])[CH3:18])=[O:19])=[O:20]>>[C:8]([C:9]([CH3:10])([CH3:11])[NH:12][C:13]([O:14][C:15]([CH3:16])([CH3:17])[CH3:18])=[O:19])(=[O:20])[NH:21][CH:22]([C:23](=[O:24])[OH:25])[CH:26]([CH3:27])[O:28][CH2:29][c:30]1[cH:31][cH:32][cH:33][cH:34][cH:35]1. Reactants: resultant solution, COCNC(CCNC(OC(C)(C)C)=O)=O (1,1-dimethylethyl [3-(methoxymethylamino)-3-oxopropyl]-carbamate), COC1=NC=CC=C1 (2-Methoxypyridine), C(C)(C)NC(C)C (diisopropylamine), C[Li] (methyl lithium), solution, CCOCC (ether). Solvent: O1CCCC1 (tetrahydrofuran), O1CCCC1 (tetrahydrofuran). Run at temperature 0 celsius. Product: CC(C)(C)OC(NCCCC(=O)C=1C(=NC=CC1)OC)=O ([4-(2-Methoxy-3-pyridinyl)-4-oxobutyl]carbamic acid 1,1-dimethylethyl ester). Reaction SMILES: [CH3:1][O:2][C:3]1[CH:8]=[CH:7][CH:6]=[CH:5][N:4]=1.C(NC(C)C)(C)C.C[Li].COCN[C:22](=O)[CH2:23][CH2:24][NH:25][C:26](=[O:32])[O:27][C:28]([CH3:31])([CH3:30])[CH3:29].C[CH2:35][O:36]CC>O1CCCC1>[CH3:31][C:28]([O:27][C:26](=[O:32])[NH:25][CH2:24][CH2:23][CH2:22][C:35]([C:8]1[C:3]([O:2][CH3:1])=[N:4][CH:5]=[CH:6][CH:7]=1)=[O:36])([CH3:29])[CH3:30]. Procedure details: 2-Methoxypyridine (1.9 ml) and then diisopropylamine (0.1 ml) were added to a solution of methyl lithium (10 ml of a 1.6M solution in ether) in tetrahydrofuran (20 ml) at −78° C. and the solution was stirred at 0° C. for 18hand then re-cooled to −78° C. A solution of 1,1-dimethylethyl [3-(methoxymethylamino)-3-oxopropyl]-carbamate (1.6 g) in tetrahydrofuran (5 ml) was added slowly and the resultant solution was allowed to warm to −30° C. over 3.5 h, quenched with aqueous ammonium chloride and ex... Starting materials: ClCCl (dichloromethane), O (water), Cl (hydrochloric acid), ClC(CC1C(C1C(=O)OC)(C)C)(C(F)(F)F)Cl ((+) Methyl 3-(2,2-dichloro-3,3,3-trifluoropropyl)-2,2-dimethyl-cyclopropane carboxylate). Run in [OH-].[K+] (potassium hydroxide). Run at temperature 60 celsius, time 8 hour. Yields the product Cl\C(=C/[C@H]1C([C@H]1C(=O)O)(C)C)\C(F)(F)F (cis-Z 3-(2-chloro-3,3,3-trifluoro-1-propenyl)-2,2-dimethyl-cyclopropane carboxylic acid). RXN SMILES: [Cl:1][C:2](Cl)([C:13]([F:16])([F:15])[F:14])[CH2:3][CH:4]1[CH:6]([C:7]([O:9]C)=[O:8])[C:5]1([CH3:12])[CH3:11].O.Cl.ClCCl>[OH-].[K+]>[Cl:1]/[C:2](/[C:13]([F:14])([F:15])[F:16])=[CH:3]\[C@@H:4]1[C@H:6]([C:7]([OH:9])=[O:8])[C:5]1([CH3:12])[CH3:11] |f:4.5|. Procedure details: (+) Methyl 3-(2,2-dichloro-3,3,3-trifluoropropyl)-2,2-dimethyl-cyclopropane carboxylate cyclopropanecarboxylic (9.1 gm) was dissolved in methanolic potassium hydroxide (3.44 gm @100%) and heated to 60° C. in a clean dry 25 ml flask fitted with condenser, thermometer, nitrogen purge and magnetic stirrer. Heat was applied from an external oil bath. After 1 hour on temperature sodium carbonate (1.59 gm) was charged followed by ethanol (10 ml) and the reaction temperature increased to 90° C. and hel... The reactants are C1CCNC1, ClCCl, [Na+], [OH-], O, O=Cc1ccc(O)cc1. Yields the product Oc1ccc(CN2CCCC2)cc1. RXN SMILES: [CH2:1]1[CH2:2][CH2:3][NH:4][CH2:5]1.[Cl:18][CH2:19][Cl:20].[Na+:16].[OH-:15].[OH2:17].[OH:6][c:7]1[cH:8][cH:9][c:10]([CH:11]=[O:12])[cH:13][cH:14]1>>[CH2:1]1[CH2:2][CH2:3][N:4]([CH2:11][c:10]2[cH:9][cH:8][c:7]([OH:6])[cH:14][cH:13]2)[CH2:5]1. Reactants: ClC=1C=C(C=CC1OC(C)C)C1=NC(=NO1)C1=CC=CC=2CCN(CCC21)CC(=O)OC(C)(C)C (1,1-Dimethylethyl [6-(5-{3-chloro-4-[(1-methylethyl)oxy]phenyl}-1,2,4-oxadiazol-3-yl)-1,2,4,5-tetrahydro-3H-3-benzazepin-3-yl]acetate). Solvent: Cl (HCl), O1CCOCC1 (1,4-dioxane). Yields the product Cl.ClC=1C=C(C=CC1OC(C)C)C1=NC(=NO1)C1=CC=CC=2CCN(CCC21)CC(=O)O ([6-(5-{3-Chloro-4-[(1-methylethyl)oxy]phenyl}-1,2,4-oxadiazol-3-yl)-1,2,4,5-tetrahydro-3H-3-benzazepin-3-yl]acetic acid hydrochloride). Isolated yield 179.3%. Reaction SMILES: [Cl:1][C:2]1[CH:3]=[C:4]([C:12]2[O:16][N:15]=[C:14]([C:17]3[C:27]4[CH2:26][CH2:25][N:24]([CH2:28][C:29]([O:31]C(C)(C)C)=[O:30])[CH2:23][CH2:22][C:21]=4[CH:20]=[CH:19][CH:18]=3)[N:13]=2)[CH:5]=[CH:6][C:7]=1[O:8][CH:9]([CH3:11])[CH3:10]>Cl.O1CCOCC1>[ClH:1].[Cl:1][C:2]1[CH:3]=[C:4]([C:12]2[O:16][N:15]=[C:14]([C:17]3[C:27]4[CH2:26][CH2:25][N:24]([CH2:28][C:29]([OH:31])=[O:30])[CH2:23][CH2:22][C:21]=4[CH:20]=[CH:19][CH:18]=3)[N:13]=2)[CH:5]=[CH:6][C:7]=1[O:8][CH:9]([CH3:11])[CH3:10] |f:3.4|. Reported procedure: 1,1-Dimethylethyl [6-(5-{3-chloro-4-[(1-methylethyl)oxy]phenyl}-1,2,4-oxadiazol-3-yl)-1,2,4,5-tetrahydro-3H-3-benzazepin-3-yl]acetate (Preparation 19) (120 mg, 0.241 mmol) was stirred at room temperature for 18 hours in 4M HCl in 1,4-dioxane (20 ml). Evaporation and trituration with diethylether yielded the HCl salt [6-(5-{3-chloro-4-[(1-methylethyl)oxy]phenyl}-1,2,4-oxadiazol-3-yl)-1,2,4,5-tetrahydro-3H-3-benzazepin-3-yl]acetic acid hydrochloride (110 mg, 0.216 mmol, 90% yield) as a cream powde...